From a dataset of the Open Reaction Database (ORD), a public repository of structured organic reaction records. describe an organic reaction: reactants, conditions, products, and yield Reactants: COCOC1CC(O[Si](C)(C)C(C)(C)C)CC2=CC(OC(=O)OC)C3C4CCC(C(C)C5OCC(C)(C)CO5)C4(C)CCC3C21C, COC(=O)OC1CC2=CC(OC(=O)OC)C3C4CCC(C(C)C5OCC(C)(C)CO5)C4(C)CCC3C2(C)C(OC(=O)OC)C1. Product: COCOC1CC(O[Si](C)(C)C(C)(C)C)CC2=CC(O)C3C4CCC(C(C)C5OCC(C)(C)CO5)C4(C)CCC3C21C. As a reaction SMILES: [CH3:1][C:2]1([CH3:46])[CH2:3][O:4][CH:5]([CH:8]([CH3:9])[CH:10]2[CH2:11][CH2:12][CH:13]3[CH:14]4[CH:15]([O:41][C:42]([O:43][CH3:44])=[O:45])[CH:16]=[C:17]5[CH2:18][CH:19]([O:33][Si:34]([CH3:35])([CH3:36])[C:37]([CH3:38])([CH3:39])[CH3:40])[CH2:20][CH:21]([O:29][CH2:30][O:31][CH3:32])[C:22]5([CH3:23])[CH:24]4[CH2:25][CH2:26][C:27]23[CH3:28])[O:6][CH2:7]1.[CH3:47][C:48]1([CH3:49])[CH2:50][O:51][CH:52]([CH:53]([CH:54]2[C:55]3([CH3:56])[CH:57]([CH:58]4[CH:59]([CH2:60][CH2:61]3)[C:62]3([CH3:63])[C:64](=[CH:79][CH:80]4[O:81][C:82]([O:83][CH3:84])=[O:85])[CH2:65][CH:66]([O:67][C:68]([O:69][CH3:70])=[O:71])[CH2:72][CH:73]3[O:74][C:75]([O:76][CH3:77])=[O:78])[CH2:86][CH2:87]2)[CH3:88])[O:89][CH2:90]1>>[CH3:1][C:2]1([CH3:46])[CH2:3][O:4][CH:5]([CH:8]([CH3:9])[CH:10]2[CH2:11][CH2:12][CH:13]3[CH:14]4[CH:15]([OH:41])[CH:16]=[C:17]5[CH2:18][CH:19]([O:33][Si:34]([CH3:35])([CH3:36])[C:37]([CH3:38])([CH3:39])[CH3:40])[CH2:20][CH:21]([O:29][CH2:30][O:31][CH3:32])[C:22]5([CH3:23])[CH:24]4[CH2:25][CH2:26][C:27]23[CH3:28])[O:6][CH2:7]1.